This data is from the Open Reaction Database (ORD), a public repository of structured organic reaction records. The task is: describe an organic reaction: reactants, conditions, products, and yield Starting materials: CC(C)NC(=O)N1CCCC1C(=O)OCc1ccccc1, C1CCOC1, CCOC(C)=O, [Li+], [OH-], O, O. The product is CC(C)NC(=O)N1CCCC1C(=O)O. As a reaction SMILES: [CH2:1]([c:2]1[cH:3][cH:4][cH:5][cH:6][cH:7]1)[O:8][C:9](=[O:10])[CH:11]1[N:12]([C:16]([NH:17][CH:18]([CH3:19])[CH3:20])=[O:21])[CH2:13][CH2:14][CH2:15]1.[CH2:25]1[O:26][CH2:27][CH2:28][CH2:29]1.[CH3:31][CH2:32][O:33][C:34](=[O:35])[CH3:36].[Li+:24].[OH-:23].[OH2:22].[OH2:30]>>[O:8]=[C:9]([OH:10])[CH:11]1[N:12]([C:16]([NH:17][CH:18]([CH3:19])[CH3:20])=[O:21])[CH2:13][CH2:14][CH2:15]1.